The task is: describe an organic reaction: reactants, conditions, products, and yield. This data is from the Open Reaction Database (ORD), a public repository of structured organic reaction records. The reactants are FC(C1=C(C=O)C=CC=C1)(F)F (2-trifluoromethylbenzaldehyde), C(C)(=O)O (acetic acid), SC1=NNC=N1 (3-mercapto-1,2,4-triazole), solution, C(CCC)[Li] (n-butyl lithium). Run in C1CCOC1 (THF), CCCCCC (hexane). Run at temperature -78 celsius, time 1 hour. Yields the product OC1(CC2=NN=C(N2C)S)C(C=CC=C1)C(F)(F)F (3-(1-hydroxy-2'-trifluoromethylbenzyl)-4-methyl-5-mercapto-1,2,4-triazole). Reaction SMILES: [SH:1][C:2]1[N:6]=[CH:5][NH:4][N:3]=1.C([Li])C[CH2:9][CH3:10].[F:12][C:13]([F:23])([F:22])[C:14]1[CH:21]=[CH:20][CH:19]=CC=1C=O.[C:24]([OH:27])(=O)[CH3:25]>C1COCC1.CCCCCC>[OH:27][C:24]1([CH:25]=[CH:19][CH:20]=[CH:21][CH:14]1[C:13]([F:12])([F:22])[F:23])[CH2:10][C:9]1[N:6]([CH3:5])[C:2]([SH:1])=[N:3][N:4]=1. Procedure: To a solution of 2.0 g of 3-mercapto-1,2,4-triazole in 80 ml THF at -78° C., 14.0 ml of a 2.5M solution of n-butyl lithium in hexane were added over a period of 10 minutes. The color of the reaction mixture changed to creamy yellow, then to white, half-way through the addition. Stirring was continued at -78° C. for 1 hour and then the temperature was allowed to rise to 0° C. and kept there for one hour. The reaction mixture was cooled again to -78° C. and 1.6 g of 2-trifluoromethylbenzaldehyde w...